From a dataset of the Open Reaction Database (ORD), a public repository of structured organic reaction records. describe an organic reaction: reactants, conditions, products, and yield Procedure details: A solution of (5R,9R)-tert-butyl 9-dodecanamido-1-(9H-fluoren-9-yl)-3-oxo-2,11-dioxa-7-thia-4-azaheptacosane-5-carboxylate in 40% TFA in DCM (0.3 M) was stirred at room temperature until complete deprotection of tert-butyl group (2 hours). The reaction mixture was diluted in MTBE, washed three times with 1 M citric acid (pH 3), and once with 1:2 HCl (3 M)/brine. The organic layer was dried over anhydrous Na2SO4 and concentrated en vaccuo to give (5R,9R)-9-dodecanamido-1-(9H-fluoren-9-yl)-3-oxo-2... Yields the product C(CCCCCCCCCCC)(=O)N[C@@H](CSC[C@H](NC(OCC1C2=CC=CC=C2C=2C=CC=CC12)=O)C(=O)O)COCCCCCCCCCCCCCCCC ((5R,9R)-9-dodecanamido-1-(9H-fluoren-9-yl)-3-oxo-2,11-dioxa-7-thia-4-azaheptacosane-5-carboxylic acid). Reactants: C(CCCCCCCCCCC)(=O)N[C@@H](CSC[C@H](NC(OCC1C2=CC=CC=C2C=2C=CC=CC12)=O)C(=O)OC(C)(C)C)COCCCCCCCCCCCCCCCC ((5R,9R)-tert-butyl 9-dodecanamido-1-(9H-fluoren-9-yl)-3-oxo-2,11-dioxa-7-thia-4-azaheptacosane-5-carboxylate). As a reaction SMILES: [C:1]([NH:14][C@H:15]([CH2:45][O:46][CH2:47][CH2:48][CH2:49][CH2:50][CH2:51][CH2:52][CH2:53][CH2:54][CH2:55][CH2:56][CH2:57][CH2:58][CH2:59][CH2:60][CH2:61][CH3:62])[CH2:16][S:17][CH2:18][C@@H:19]([C:38]([O:40]C(C)(C)C)=[O:39])[NH:20][C:21](=[O:37])[O:22][CH2:23][CH:24]1[C:36]2[CH:35]=[CH:34][CH:33]=[CH:32][C:31]=2[C:30]2[C:25]1=[CH:26][CH:27]=[CH:28][CH:29]=2)(=[O:13])[CH2:2][CH2:3][CH2:4][CH2:5][CH2:6][CH2:7][CH2:8][CH2:9][CH2:10][CH2:11][CH3:12]>C(O)(C(F)(F)F)=O.C(Cl)Cl.CC(OC)(C)C>[C:1]([NH:14][C@H:15]([CH2:45][O:46][CH2:47][CH2:48][CH2:49][CH2:50][CH2:51][CH2:52][CH2:53][CH2:54][CH2:55][CH2:56][CH2:57][CH2:58][CH2:59][CH2:60][CH2:61][CH3:62])[CH2:16][S:17][CH2:18][C@@H:19]([C:38]([OH:40])=[O:39])[NH:20][C:21](=[O:37])[O:22][CH2:23][CH:24]1[C:25]2[CH:26]=[CH:27][CH:28]=[CH:29][C:30]=2[C:31]2[C:36]1=[CH:35][CH:34]=[CH:33][CH:32]=2)(=[O:13])[CH2:2][CH2:3][CH2:4][CH2:5][CH2:6][CH2:7][CH2:8][CH2:9][CH2:10][CH2:11][CH3:12]. Run in C(=O)(C(F)(F)F)O (TFA), C(Cl)Cl (DCM), CC(C)(C)OC (MTBE). The reactants are CNCc1ccc2ccn(C)c2c1, Cl, O=C(O)C=Cc1cnc2c(c1)CCC(=O)N2. Product: CN(Cc1ccc2ccn(C)c2c1)C(=O)C=Cc1cnc2c(c1)CCC(=O)N2. Reaction SMILES: [CH3:1][NH:2][CH2:3][c:4]1[cH:5][cH:6][c:7]2[cH:8][cH:9][n:10]([CH3:13])[c:11]2[cH:12]1.[ClH:14].[O:15]=[C:16]1[CH2:17][CH2:18][c:19]2[cH:20][c:21]([CH:26]=[CH:27][C:28](=[O:29])[OH:30])[cH:22][n:23][c:24]2[NH:25]1>>[CH3:1][N:2]([CH2:3][c:4]1[cH:5][cH:6][c:7]2[cH:8][cH:9][n:10]([CH3:13])[c:11]2[cH:12]1)[C:28]([CH:27]=[CH:26][c:21]1[cH:20][c:19]2[c:24]([n:23][cH:22]1)[NH:25][C:16](=[O:15])[CH2:17][CH2:18]2)=[O:29]. Starting materials: C1(=CC=CC=C1)N1C(SCC1=O)=S (3-phenyl-rhodanine), C(CCC)OCCCC (n-butyl ether). Run at time 30 minute. The product is C(C)OC(CC1=CC=CC=C1)=C1C(N(C(S1)=S)C1=CC=CC=C1)=O (5-(1'-ethoxy-2'-phenylethylidene)-3-phenylrhodanine). As a reaction SMILES: [C:1]1([N:7]2[C:11](=[O:12])[CH2:10][S:9][C:8]2=[S:13])[CH:6]=[CH:5][CH:4]=[CH:3][CH:2]=1.[CH2:14]([O:18][CH2:19][CH2:20]CC)[CH2:15][CH2:16][CH3:17]>>[CH2:19]([O:18][C:14](=[C:10]1[S:9][C:8](=[S:13])[N:7]([C:1]2[CH:2]=[CH:3][CH:4]=[CH:5][CH:6]=2)[C:11]1=[O:12])[CH2:15][C:16]1[CH:17]=[CH:3][CH:2]=[CH:1][CH:6]=1)[CH3:20]. Procedure details: Alternatively, a mixture of 6 g. (0.029 m.) of 3-phenyl-rhodanine, 15 g. (0.063 m.) of triethylorthophenylacetate and 15 ml. of n-butyl ether is heated to reflux and then distillate is removed until the temperature of the mixture reaches 150°C. After heating at this temperature for one hour, an additional 5 g. of orthoester is added and heating is continued for 30 minutes. To the reaction mixture is added 5 ml. of acetic anhydride and heating is continued for 5 minutes. The resulting mixture is ... Starting materials: NC1=CC=CC(=N1)NC1=C(C(=O)O)C=CC(=C1)Cl (2-(6-amino-pyridin-2-ylamino)-4-chlorobenzoic acid), CC(CCC(C)=O)=O (2,5-hexanedione), C1(=CC=C(C=C1)S(=O)(=O)O)C (p-toluenesulfonic acid). Run at time 8 hour. Product: ClC1=CC(=C(C(=O)O)C=C1)NC1=NC(=CC=C1)N1C(=CC=C1C)C (4-chloro-2-[6-(2,5-dimethyl-pyrrol-1-yl)-pyridin-2-ylamino]-benzoic acid). The yield is 77.1%. RXN SMILES: [NH2:1][C:2]1[N:7]=[C:6]([NH:8][C:9]2[CH:17]=[C:16]([Cl:18])[CH:15]=[CH:14][C:10]=2[C:11]([OH:13])=[O:12])[CH:5]=[CH:4][CH:3]=1.[CH3:19][C:20](=O)[CH2:21][CH2:22][C:23](=O)[CH3:24].C1(C)C=CC(S(O)(=O)=O)=CC=1>>[Cl:18][C:16]1[CH:15]=[CH:14][C:10]([C:11]([OH:13])=[O:12])=[C:9]([NH:8][C:6]2[CH:5]=[CH:4][CH:3]=[C:2]([N:1]3[C:23]([CH3:24])=[CH:22][CH:21]=[C:20]3[CH3:19])[N:7]=2)[CH:17]=1. Reported procedure: A slurry of 2-(6-amino-pyridin-2-ylamino)-4-chlorobenzoic acid (2.4 g) and 2,5-hexanedione (1.04 g) and p-toluenesulfonic acid (0.15 g) was heated at reflux in a Dean-Stark trap for 24 h. The resulting mixture was cooled to RT and filtered, then stirred with H2O (50 mL) overnight, filtered, and dried to yield 4-chloro-2-[6-(2,5-dimethyl-pyrrol-1-yl)-pyridin-2-ylamino]-benzoic acid (2.4 g). The reactants are CCCC[N+](CCCC)(CCCC)CCCC, C1CCOC1, COc1ccc(CN(CS(=O)(=O)C(C)(C)C)C(=O)C2CO2)cc1, [F-]. Yields the product COc1ccc(CN2C(=O)C(CO)C2S(=O)(=O)C(C)(C)C)cc1. As a reaction SMILES: [CH2:25]([N+:26]([CH2:27][CH2:28][CH2:29][CH3:30])([CH2:31][CH2:32][CH2:33][CH3:34])[CH2:35][CH2:36][CH2:37][CH3:38])[CH2:39][CH2:40][CH3:41].[CH2:42]1[O:43][CH2:44][CH2:45][CH2:46]1.[CH3:1][O:2][c:3]1[cH:4][cH:5][c:6]([CH2:7][N:8]([C:9]([CH:10]2[CH2:11][O:12]2)=[O:13])[CH2:14][S:15](=[O:16])(=[O:17])[C:18]([CH3:19])([CH3:20])[CH3:21])[cH:22][cH:23]1.[F-:24]>>[CH3:1][O:2][c:3]1[cH:4][cH:5][c:6]([CH2:7][N:8]2[C:9](=[O:13])[CH:10]([CH2:11][OH:12])[CH:14]2[S:15](=[O:16])(=[O:17])[C:18]([CH3:19])([CH3:20])[CH3:21])[cH:22][cH:23]1. Reaction SMILES: [CH3:1][O:2][C:3](=[O:26])[C:4]1[CH:9]=[C:8]([O:10][CH3:11])[C:7]([OH:12])=[C:6]([NH:13][S:14]([C:17]2[CH:22]=[C:21]([Cl:23])[CH:20]=[CH:19][C:18]=2[O:24][CH3:25])(=[O:16])=[O:15])[CH:5]=1.Br[CH2:28][CH2:29]Br>>[CH3:1][O:2][C:3]([C:4]1[CH:9]=[C:8]([O:10][CH3:11])[C:7]2[O:12][CH2:29][CH2:28][N:13]([S:14]([C:17]3[CH:22]=[C:21]([Cl:23])[CH:20]=[CH:19][C:18]=3[O:24][CH3:25])(=[O:16])=[O:15])[C:6]=2[CH:5]=1)=[O:26]. The product is COC(=O)C=1C=C(C2=C(N(CCO2)S(=O)(=O)C2=C(C=CC(=C2)Cl)OC)C1)OC (4-(5-chloro-2-methoxy-benzenesulfonyl)-8-methoxy-3,4-dihydro-2H-benzo[1,4]oxazine-6-carboxylic acid methyl ester). Reactants: COC(C1=CC(=C(C(=C1)OC)O)NS(=O)(=O)C1=C(C=CC(=C1)Cl)OC)=O (3-(5-chloro-2-methoxy-benzenesulfonylamino)-4-hydroxy-5-methoxy-benzoic acid methyl ester), BrCCBr (1,2-dibromoethane). Procedure details: The title compound, MS (ISP)=531.1 (M−H)−, was produced in analogy with example 36, steps 1-4. Step 1 was performed using 3-(5-chloro-2-methoxy-benzenesulfonylamino)-4-hydroxy-5-methoxy-benzoic acid methyl ester (example 42, step 2) and 1,2-dibromoethane, yielding 4-(5-chloro-2-methoxy-benzenesulfonyl)-8-methoxy-3,4-dihydro-2H-benzo[1,4]oxazine-6-carboxylic acid methyl ester, which was hydrolyzed in step 2 to afford 4-(5-chloro-2-methoxy-benzene-sulfonyl)-8-methoxy-3,4-dihydro-2H-benzo[1,4]oxazi...